From a dataset of the Open Reaction Database (ORD), a public repository of structured organic reaction records. describe an organic reaction: reactants, conditions, products, and yield Reactants: C(C=C)OC1=CC=C(C(=O)O)C=C1 (p-allyloxybenzoic acid), C(CCC)OC1=CC=C(C=C1)O (p-butoxyphenol), O (water). Run in C(Cl)(Cl)Cl (chloroform). Run at time 8 hour. Product: C(C=C)OC1=CC=C(C(=O)OC2=CC=C(C=C2)OCCCC)C=C1 (p-butoxyphenyl p-allyloxybenzoate). Isolated yield 90.5%. Reaction SMILES: [CH2:1]([O:4][C:5]1[CH:13]=[CH:12][C:8]([C:9]([OH:11])=[O:10])=[CH:7][CH:6]=1)[CH:2]=[CH2:3].[CH2:14]([O:18][C:19]1[CH:24]=[CH:23][C:22](O)=[CH:21][CH:20]=1)[CH2:15][CH2:16][CH3:17].O>C(Cl)(Cl)Cl>[CH2:1]([O:4][C:5]1[CH:13]=[CH:12][C:8]([C:9]([O:11][C:22]2[CH:23]=[CH:24][C:19]([O:18][CH2:14][CH2:15][CH2:16][CH3:17])=[CH:20][CH:21]=2)=[O:10])=[CH:7][CH:6]=1)[CH:2]=[CH2:3]. Reported procedure: 30.0 g of PPE, 5.00 g (28.1 mmol) of the compound (12) and 4.40 g (28.9 mmol) of p-butoxyphenol were dissolved in 100 ml of chloroform under an argon gas atmosphere and the whole was stirred at room temperature overnight. After addition of water to the reaction mixture, the whole was extracted with methylene chloride. After removal of the solvent by distillation, the residue was purified by silica gel column chromatography to obtain 8.30 g of p-butoxyphenyl p-allyloxybenzoate (13) (yield: 94.6%)... The reactants are Cc1ccc(S(=O)(=O)O)cc1, Cc1cc(N)c(OC(C)C)cc1C1CCNCC1, CC(C)O, O=S(=O)(c1ccccc1Nc1nc(Cl)ncc1Cl)C(F)F. Yields the product Cc1cc(Nc2ncc(Cl)c(Nc3ccccc3S(=O)(=O)C(F)F)n2)c(OC(C)C)cc1C1CCNCC1. Reaction SMILES: [CH3:40][c:41]1[cH:42][cH:43][c:44]([S:45](=[O:46])(=[O:47])[OH:48])[cH:49][cH:50]1.[CH:22]([CH3:23])([CH3:24])[O:25][c:26]1[c:27]([NH2:28])[cH:29][c:30]([CH3:39])[c:31]([CH:33]2[CH2:34][CH2:35][NH:36][CH2:37][CH2:38]2)[cH:32]1.[CH:51]([OH:52])([CH3:53])[CH3:54].[Cl:1][c:2]1[n:3][cH:4][c:5]([Cl:21])[c:6]([NH:8][c:9]2[c:10]([S:15](=[O:16])(=[O:17])[CH:18]([F:19])[F:20])[cH:11][cH:12][cH:13][cH:14]2)[n:7]1>>[c:2]1([NH:28][c:27]2[c:26]([O:25][CH:22]([CH3:23])[CH3:24])[cH:32][c:31]([CH:33]3[CH2:34][CH2:35][NH:36][CH2:37][CH2:38]3)[c:30]([CH3:39])[cH:29]2)[n:3][cH:4][c:5]([Cl:21])[c:6]([NH:8][c:9]2[c:10]([S:15](=[O:16])(=[O:17])[CH:18]([F:19])[F:20])[cH:11][cH:12][cH:13][cH:14]2)[n:7]1.